This data is from the Open Reaction Database (ORD), a public repository of structured organic reaction records. The task is: describe an organic reaction: reactants, conditions, products, and yield Product: FC(C(CC(=O)OC)C1=CC(=CC=C1)OC)(F)F (Methyl 4,4,4-trifluoro-3-(3-(methyloxy)phenyl)butanoate). Conditions: time 8 hour. Starting materials: FC(\C(=C/C(=O)OC)\C1=CC(=CC=C1)OC)(F)F (Methyl (2Z)-4,4,4-trifluoro-3-(3-(methyloxy)phenyl)-2-butenoate). Run in CCOC(=O)C.CO (EtOAc MeOH). The yield is 98.3%. Procedure: A 250 mL flask containing a solution of 6.1 (2.20 g, 8.5 mmol) in 1:1 EtOAc/MeOH (40 mL) was purged with N2. To the mixture was added palladium, 10 wt. % (dry), on carbon powder, wet (0.90 g, 0.85 mmol). The vial was then purged with H2, and the contents were stirred overnight under a H2 balloon. The black mixture was filtered through a pad of Celite and concentrated to afford 6.2 (2.19 g, 99% yield). Reaction SMILES: [F:1][C:2]([F:18])([F:17])/[C:3](/[C:9]1[CH:14]=[CH:13][CH:12]=[C:11]([O:15][CH3:16])[CH:10]=1)=[CH:4]\[C:5]([O:7][CH3:8])=[O:6]>CCOC(C)=O.CO>[F:1][C:2]([F:17])([F:18])[CH:3]([C:9]1[CH:14]=[CH:13][CH:12]=[C:11]([O:15][CH3:16])[CH:10]=1)[CH2:4][C:5]([O:7][CH3:8])=[O:6] |f:1.2|. Starting materials: O (water), COC(C1=C(C=CC(=C1)N)O)=O (5-amino-2-hydroxy-benzoic acid methyl ester), Cl.ClCCN1CCCC1 (1-(2-chloro-ethyl)-pyrrolidine hydrochloride), C([O-])([O-])=O.[Cs+].[Cs+] (cesium carbonate). Solvent: CN(C)C=O (DMF). Reaction conditions: temperature 60 celsius. The product is COC(C1=C(C=CC(=C1)N)OCCN1CCCC1)=O (5-Amino-2-(2-pyrrolidin-1-yl-ethoxy)-benzoic acid methyl ester). Yield: 12.6%. As a reaction SMILES: [CH3:1][O:2][C:3](=[O:12])[C:4]1[CH:9]=[C:8]([NH2:10])[CH:7]=[CH:6][C:5]=1[OH:11].Cl.Cl[CH2:15][CH2:16][N:17]1[CH2:21][CH2:20][CH2:19][CH2:18]1.C(=O)([O-])[O-].[Cs+].[Cs+].O>CN(C=O)C>[CH3:1][O:2][C:3](=[O:12])[C:4]1[CH:9]=[C:8]([NH2:10])[CH:7]=[CH:6][C:5]=1[O:11][CH2:15][CH2:16][N:17]1[CH2:21][CH2:20][CH2:19][CH2:18]1 |f:1.2,3.4.5|. Reported procedure: A suspension of 5-amino-2-hydroxy-benzoic acid methyl ester (1.0 g, 6.0 mmol), 1-(2-chloro-ethyl)-pyrrolidine hydrochloride (1.2 g, 7.1 mmol) and cesium carbonate (5.0 g, 15 mmol) in DMF (40 mL) was heated at 60° C. for 17 h. The mixture was allowed to cool to room temperature, poured into water (60 mL) and extracted with EtOAc (2×50 mL). The combined extracts were washed with brine, dried over anhydrous Na2SO4 and filtered. The filtrate was concentrated and the residue purified by flash chromat... Starting materials: CCOC(=O)C(CCCC1CCCCC1)C(=O)O, C1CCNCC1, O=C=O, O, c1ccncc1. Yields the product C=C(CCCC1CCCCC1)C(=O)OCC. Reaction SMILES: [CH2:1]([CH3:2])[O:3][C:4]([CH:5]([C:6]([OH:7])=[O:8])[CH2:9][CH2:10][CH2:11][CH:12]1[CH2:13][CH2:14][CH2:15][CH2:16][CH2:17]1)=[O:18].[CH2:25]1[CH2:26][CH2:27][NH:28][CH2:29][CH2:30]1.[O:31]=[C:32]=[O:33].[OH2:34].[cH:19]1[cH:20][cH:21][n:22][cH:23][cH:24]1>>[CH2:1]([CH3:2])[O:3][C:4]([C:5](=[CH2:6])[CH2:9][CH2:10][CH2:11][CH:12]1[CH2:13][CH2:14][CH2:15][CH2:16][CH2:17]1)=[O:18].